describe an organic reaction: reactants, conditions, products, and yield From a dataset of the Open Reaction Database (ORD), a public repository of structured organic reaction records. Reactants: N(=O)[O-].[Na+] (sodium nitrite), Cl.NC1=C(C2=C(OCCO2)C=C1)C(=O)O (6-amino-1,4-benzodioxane-5-carboxylic acid hydrochloride), Cl (hydrochloric acid), cuprous chloride, Cl (hydrochloric acid). Run in O (water), O (water). Run at time 1 hour. The product is ClC1=C(C2=C(OCCO2)C=C1)C(=O)O (6 -chloro-1,4-benzodioxane-5-carboxylic acid). The yield is 74.4%. Reaction SMILES: [ClH:1].N[C:3]1[CH:12]=[CH:11][C:6]2[O:7][CH2:8][CH2:9][O:10][C:5]=2[C:4]=1[C:13]([OH:15])=[O:14].Cl.N([O-])=O.[Na+]>O>[Cl:1][C:3]1[CH:12]=[CH:11][C:6]2[O:7][CH2:8][CH2:9][O:10][C:5]=2[C:4]=1[C:13]([OH:15])=[O:14] |f:0.1,3.4|. Procedure: 58 g of 6-amino-1,4-benzodioxane-5-carboxylic acid hydrochloride and 116 ml of water were introduced in a 500 ml balloon flask provided with a stirrer, a thermometer and a dropping funnel. 28 ml of hydrochloric acid (d=1.18) were added and the mixture was cooled to a temperature of from 0°-5° C. A solution of 17.5 g of sodium nitrite in 38 ml of water was added at a temperature within the 0°-5° C. range. The mixture was stirred for one hour. 20 g of cuprous chloride and 75 ml of hydrochloric aci... Reactants: S(O)(O)(=O)=O (sulfuric acid), COC1=C(C=CC(=N1)/C=C/C1=NN2C([C@@H](CCC2)C2=C(C=CC=C2)C(F)(F)F)=N1)N1C=NC(=C1)C ((8S)-2-{(E)-2-[6-methoxy-5-(4-methyl-1H-imidazol-1-yl)pyridin-2-yl]vinyl}-8-(2-trifluoromethylphenyl)-5,6,7,8-tetrahydro-[1,2,4]triazolo[1,5-a]pyridine), C(C)(=O)OCC (ethyl acetate). Solvent: C(C)O (ethanol). The product is S(=O)(=O)(O)OS(=O)(=O)O.COC1=C(C=CC(=N1)/C=C/C1=NN2C([C@@H](CCC2)C2=C(C=CC=C2)C(F)(F)F)=N1)N1C=NC(=C1)C ((8S)-2-{(E)-2-[6-methoxy-5-(4-methyl-1H-imidazol-1-yl)pyridin-2-yl]vinyl}-8-(2-trifluoromethylphenyl)-5,6,7,8-tetrahydro-[1,2,4]triazolo[1,5-a]pyridine Disulfate). Reported procedure: Concentrated sulfuric acid (11.5 μL) was added to a solution of (8S)-2-{(E)-2-[6-methoxy-5-(4-methyl-1H-imidazol-1-yl)pyridin-2-yl]vinyl}-8-(2-trifluoromethylphenyl)-5,6,7,8-tetrahydro-[1,2,4]triazolo[1,5-a]pyridine (98.09 mg) in ethanol (1 mL), and 1 mL of ethyl acetate was added with stirring at room temperature. Since the oily portion was confirmed on the bottom of the recovery flask, the oily substance was dissolved by ultrasonic treatment. Stirring at room temperature under shading for abou... Reaction SMILES: [S:1](=[O:5])(=[O:4])([OH:3])[OH:2].[CH3:6][O:7][C:8]1[N:13]=[C:12](/[CH:14]=[CH:15]/[C:16]2[N:34]=[C:19]3[C@H:20]([C:24]4[CH:29]=[CH:28][CH:27]=[CH:26][C:25]=4[C:30]([F:33])([F:32])[F:31])[CH2:21][CH2:22][CH2:23][N:18]3[N:17]=2)[CH:11]=[CH:10][C:9]=1[N:35]1[CH:39]=[C:38]([CH3:40])[N:37]=[CH:36]1.C(OCC)(=O)C>C(O)C>[S:1]([O:3][S:1]([OH:4])(=[O:3])=[O:2])([OH:2])(=[O:5])=[O:4].[CH3:6][O:7][C:8]1[N:13]=[C:12](/[CH:14]=[CH:15]/[C:16]2[N:34]=[C:19]3[C@H:20]([C:24]4[CH:29]=[CH:28][CH:27]=[CH:26][C:25]=4[C:30]([F:33])([F:32])[F:31])[CH2:21][CH2:22][CH2:23][N:18]3[N:17]=2)[CH:11]=[CH:10][C:9]=1[N:35]1[CH:39]=[C:38]([CH3:40])[N:37]=[CH:36]1 |f:4.5|.